Dataset: the Open Reaction Database (ORD), a public repository of structured organic reaction records. Task: describe an organic reaction: reactants, conditions, products, and yield Reactants: [Cl-].[NH4+] (ammonium chloride), CN(C)C(C1C(CCCC1)=O)C1=CC(=CC=C1)OC1=CC=CC=C1 (2-[dimethylamino-(3-phenoxy-phenyl)methyl]cyclohexanone), C(CC1=CC=CC=C1)[Mg]Cl (phenethylmagnesium chloride). The solvent is O1CCCC1 (tetrahydrofuran). Reaction conditions: time 15 hour. Yields the product crude base, Cl.CN(C)C(C1C(CCCC1)(O)CCC1=CC=CC=C1)C1=CC(=CC=C1)OC1=CC=CC=C1 (2-[dimethylamino-(3-phenoxyphenyl)methyl]-1-phenethylcyclohexanol, hydrochloride). The yield is 45.3%. RXN SMILES: [CH3:1][N:2]([CH:4]([C:12]1[CH:17]=[CH:16][CH:15]=[C:14]([O:18][C:19]2[CH:24]=[CH:23][CH:22]=[CH:21][CH:20]=2)[CH:13]=1)[CH:5]1[CH2:10][CH2:9][CH2:8][CH2:7][C:6]1=[O:11])[CH3:3].[CH2:25]([Mg][Cl:34])[CH2:26][C:27]1[CH:32]=[CH:31][CH:30]=[CH:29][CH:28]=1.[Cl-].[NH4+]>O1CCCC1>[ClH:34].[CH3:3][N:2]([CH:4]([C:12]1[CH:17]=[CH:16][CH:15]=[C:14]([O:18][C:19]2[CH:20]=[CH:21][CH:22]=[CH:23][CH:24]=2)[CH:13]=1)[CH:5]1[CH2:10][CH2:9][CH2:8][CH2:7][C:6]1([CH2:25][CH2:26][C:27]1[CH:32]=[CH:31][CH:30]=[CH:29][CH:28]=1)[OH:11])[CH3:1] |f:2.3,5.6|. Procedure: 2.0 g (6.2 mmole) of the 2-[dimethylamino-(3-phenoxy-phenyl)methyl]cyclohexanone prepared according to Example 34 were dissolved in 9 ml of tetrahydrofuran, added dropwise while cooling in an ice bath to 7.4 ml (9.0 mmole) of phenethylmagnesium chloride (1 M solution in tetrahydrofuran), and stirred for 15 hours at RT. The reaction mixture was worked up by adding 10 ml of saturated ammonium chloride solution while cooling in an ice bath, and extracted three times at RT with 10 ml of ether each t...